This data is from the Open Reaction Database (ORD), a public repository of structured organic reaction records. The task is: describe an organic reaction: reactants, conditions, products, and yield Reaction SMILES: Br[C:2]1[CH:20]=[CH:19][C:5]([C:6]([NH:8][C:9]2[CH:18]=[C:17]3[C:12]([CH:13]=[CH:14][CH:15]=[N:16]3)=[CH:11][CH:10]=2)=[O:7])=[CH:4][CH:3]=1.[N:21]1[CH:26]=[CH:25][CH:24]=[C:23](B(O)O)[CH:22]=1>>[N:21]1[CH:26]=[CH:25][CH:24]=[C:23]([C:2]2[CH:20]=[CH:19][C:5]([C:6]([NH:8][C:9]3[CH:18]=[C:17]4[C:12]([CH:13]=[CH:14][CH:15]=[N:16]4)=[CH:11][CH:10]=3)=[O:7])=[CH:4][CH:3]=2)[CH:22]=1. Reported procedure: Using the procedure outlined in Example 58, the title compound was prepared from 4-bromo-N-quinolin-7-ylbenzamide (Example 82) (50 mg, 0.15 mmol) and 3-pyridylboronic acid (20 mg, 0.16 mmol) as a white solid. 1H NMR (400 MHz, CDCl3) δ (ppm): 8.89 (d, 1H), 8.87 (dd, 1H), 8.65 (m, 1H), 8.26 (dd, 1H), 8.17 (dd, 1H), 8.14 (d, 1H), 8.09 (d, 2H), 7.96 (m, 1H), 7.88 (d, 1H), 7.74 (d, 2H), 7.45 (dd, 1H), 7.38 (dd, 1H). The product is N1=CC(=CC=C1)C1=CC=C(C(=O)NC2=CC=C3C=CC=NC3=C2)C=C1 (4-(3-Pyridyl)-N-quinolin-7-yl-benzamide). Reactants: BrC1=CC=C(C(=O)NC2=CC=C3C=CC=NC3=C2)C=C1 (4-Bromo-N-quinolin-7-yl-benzamide), N1=CC(=CC=C1)B(O)O (3-pyridylboronic acid). Reactants: Oc1ccc2cc(Br)ccc2c1, CC(C)(C)[Si](C)(C)Cl, CN(C)C=O, c1c[nH]cn1. The product is CC(C)(C)[Si](C)(C)Oc1ccc2cc(Br)ccc2c1. RXN SMILES: [Br:1][c:2]1[cH:3][c:4]2[cH:5][cH:6][c:7]([OH:12])[cH:8][c:9]2[cH:10][cH:11]1.[C:18]([CH3:19])([CH3:20])([CH3:21])[Si:22]([CH3:23])([CH3:24])[Cl:25].[CH3:26][N:27]([CH3:28])[CH:29]=[O:30].[nH:13]1[cH:14][cH:15][n:16][cH:17]1>>[Br:1][c:2]1[cH:3][c:4]2[cH:5][cH:6][c:7]([O:12][Si:22]([C:18]([CH3:19])([CH3:20])[CH3:21])([CH3:23])[CH3:24])[cH:8][c:9]2[cH:10][cH:11]1. The reactants are BrC1=CC(=C(S1)Cl)C(=O)O (5-bromo-2-chlorothiophene-3-carboxylic acid), C(C(=O)Cl)(=O)Cl (oxalyl chloride), [Al+3].[Cl-].[Cl-].[Cl-] (AlCl3), ice water, C1(=CC=CC=C1)OC (anisole). Solvent: C(Cl)Cl (CH2Cl2), CN(C)C=O (DMF). Reaction conditions: time 3 hour. Yields the product BrC1=CC(=C(S1)Cl)C(=O)C1=CC=C(C=C1)OC ((5-bromo-2-chlorothiophen-3-yl)(4-methoxyphenyl)methanone). The yield is 97.6%. RXN SMILES: [Br:1][C:2]1[S:6][C:5]([Cl:7])=[C:4]([C:8]([OH:10])=O)[CH:3]=1.C(Cl)(=O)C(Cl)=O.[C:17]1([O:23][CH3:24])[CH:22]=[CH:21][CH:20]=[CH:19][CH:18]=1.[Al+3].[Cl-].[Cl-].[Cl-]>C(Cl)Cl.CN(C=O)C>[Br:1][C:2]1[S:6][C:5]([Cl:7])=[C:4]([C:8]([C:20]2[CH:21]=[CH:22][C:17]([O:23][CH3:24])=[CH:18][CH:19]=2)=[O:10])[CH:3]=1 |f:3.4.5.6|. Reported procedure: To a solution of acid 1 (2.0 g, 8.28 mmol) in CH2Cl2 (50 mL) were added oxalyl chloride (0.87 mL, 9.94 mmol) and catalytic amounts of DMF at room temperature. The mixture was stirred at room temperature for 3 hours. The mixture was evaporated in vacuo and dried under high vacuum. The crude acid chloride was dissolved with CH2Cl2 (30 mL) and cooled to 0° C. To the mixture was added anisole (0.9 mL, 8.28 mmol) at 0° C. and stirred at 0° C. for 5 min. To the reaction mixture was added AlCl3 (1.2 g,...